Dataset: the Open Reaction Database (ORD), a public repository of structured organic reaction records. Task: describe an organic reaction: reactants, conditions, products, and yield The product is C1(CCC1)S(=O)(=O)C1=C(C=CC=C1)C1=CC(=C(C=C1)C=1N=CC(=NC1)N)F (5-[2′-(Cyclobutylsulfonyl)-3-fluorobiphenyl-4-yl]pyrazin-2-amine). Starting materials: FC1=C(C=CC(=C1)B1OC(C(O1)(C)C)(C)C)C=1N=CC(=NC1)N (5-(2-fluoro-4-(4,4,5,5-tetramethyl-1,3,2-dioxaborolan-2-yl)phenyl)pyrazin-2-amine), BrC1=C(C=CC=C1)S(=O)(=O)C1CCC1 (1-bromo-2-(cyclobutylsulfonyl)benzene). As a reaction SMILES: [F:1][C:2]1[CH:7]=[C:6](B2OC(C)(C)C(C)(C)O2)[CH:5]=[CH:4][C:3]=1[C:17]1[N:18]=[CH:19][C:20]([NH2:23])=[N:21][CH:22]=1.Br[C:25]1[CH:30]=[CH:29][CH:28]=[CH:27][C:26]=1[S:31]([CH:34]1[CH2:37][CH2:36][CH2:35]1)(=[O:33])=[O:32]>>[CH:34]1([S:31]([C:26]2[CH:27]=[CH:28][CH:29]=[CH:30][C:25]=2[C:6]2[CH:5]=[CH:4][C:3]([C:17]3[N:18]=[CH:19][C:20]([NH2:23])=[N:21][CH:22]=3)=[C:2]([F:1])[CH:7]=2)(=[O:32])=[O:33])[CH2:37][CH2:36][CH2:35]1. Procedure details: The title compound was prepared using analogous conditions to those described in Example 1 utilizing 5-(2-fluoro-4-(4,4,5,5-tetramethyl-1,3,2-dioxaborolan-2-yl)phenyl)pyrazin-2-amine and 1-bromo-2-(cyclobutylsulfonyl)benzene. MS (ESI): mass calcd. for C20H18FN3O2S, 383.11; m/z found, 384.2 [M+H]+. 1H NMR (400 MHz, CD3OD) δ 8.44 (s, 1H), 8.17 (dd, J=7.9, 1.1, 1H), 8.13 (d, J=1.4, 1H), 7.96 (m, 1H), 7.77 (m, 1H), 7.68 (m, 1H), 7.46 (dd, J=7.6, 1.1, 1H), 7.34 (s, 1H), 7.31 (dd, J=6.4, 1.5, 1H), 3.6... The product is C(C)N1C(=CC(C2=CC(=CC=C12)C(C)C)=O)C=1OC=CC1 (1-Ethyl-2-(2-furyl)-6-isopropyl-1,4-dihydro-4-oxoquinoline). Solvent: C1CCOC1 (THF), [Cl-].[NH4+] (ammonium chloride), C1CCOC1 (THF). Starting materials: solution, C(CCC)[Li] (n-butyl lithium), CCCCCC (hexane), CN(CCN(C)C)C (tetramethylethylenediamine), C(C)C12C(=O)OC(NC1C=CC=C2C(C)C)=O (1-ethyl-6-isopropylisatoic anhydride), C(C)(=O)C=1OC=CC1 (2-acetylfuran). Reaction SMILES: [CH2:1]([Li])[CH2:2][CH2:3]C.[CH3:6]CCCCC.CN(C)CCN(C)C.[C:20]([C:23]1[O:24][CH:25]=[CH:26][CH:27]=1)(=O)[CH3:21].C([C:30]12[C:40](C(C)C)=[CH:39][CH:38]=[CH:37][CH:36]1[NH:35][C:34](=O)[O:33][C:31]2=O)C>C1COCC1.[Cl-].[NH4+]>[CH2:34]([N:35]1[C:36]2[C:30](=[CH:40][C:39]([CH:2]([CH3:3])[CH3:1])=[CH:38][CH:37]=2)[C:31](=[O:33])[CH:21]=[C:20]1[C:23]1[O:24][CH:25]=[CH:26][CH:27]=1)[CH3:6] |f:6.7|. Procedure details: To a 1.6M solution of n-butyl lithium in hexane (1,38 mL, 2,2 mmol) was added tetramethylethylenediamine (0.3 mL, 2,2 mmol) under argon atmosphere at room temperature with stirring. Then 2-acetylfuran (242 mg, 2,2 mmol) in anhydrous THF was added dropwise to the mixture under ice cooling followed by stirring for 1 hour. To this mixture was added 1-ethyl-6-isopropylisatoic anhydride (250 mg, 1.1 mmol) in anhydrous THF. After stirring at room temperature overnight, the reaction mixture was diluted... The reactants are hydroxy, Cl.C(C)N(C=1C=CC(=C(C1)O)N=O)CC (5-diethylamino-2-nitrosophenol hydrochloride), OC1=CC=CC2=CC(=CC=C12)C(=O)O (1-hydroxynaphthalene-6-carboxylic acid). Product: C(C)N(C=1C=C2OC3=CC(C4=C(C3=NC2=CC1)C=C(C=C4)C(=O)O)=O)CC (9-Diethylamino-5-oxo-5H-benzo[a]phenoxazine-2-carboxylic Acid). Reaction SMILES: Cl.[CH2:2]([N:4]([CH2:14][CH3:15])[C:5]1[CH:6]=[CH:7][C:8]([N:12]=O)=[C:9]([OH:11])[CH:10]=1)[CH3:3].[OH:16][C:17]1[C:26]2[C:21](=[CH:22][C:23]([C:27]([OH:29])=[O:28])=[CH:24][CH:25]=2)[CH:20]=[CH:19][CH:18]=1>>[CH2:2]([N:4]([CH2:14][CH3:15])[C:5]1[CH:10]=[C:9]2[C:8](=[CH:7][CH:6]=1)[N:12]=[C:20]1[C:19](=[CH:18][C:17](=[O:16])[C:26]3[CH:25]=[CH:24][C:23]([C:27]([OH:29])=[O:28])=[CH:22][C:21]=31)[O:11]2)[CH3:3] |f:0.1|. Reported procedure: This was made similarly to the hydroxy derivative above except that the starting materials were 5-diethylamino-2-nitrosophenol hydrochloride and 1-hydroxynaphthalene-6-carboxylic acid. The reactants are C1(=CC(=CC=C1)N=C=O)C (m-tolylisocyanate), NN1CCN(CC1)CCC1=CNC2=CC=CC=C12 (3-[2-(4-aminopiperazin-1-yl)ethyl]indole), C(Cl)Cl (methyene chloride). Run in CCOCC (ether), CCOCC (ether). Run at time 2 hour. Yields the product N1C=C(C2=CC=CC=C12)CCN1CCN(CC1)NC(=O)NC=1C=C(C=CC1)C (1-[1-(indol-3-ylethyl)piperazin-4-yl]-3-m-tolylurea). RXN SMILES: [C:1]1([CH3:10])[CH:6]=[CH:5][CH:4]=[C:3]([N:7]=[C:8]=[O:9])[CH:2]=1.[NH2:11][N:12]1[CH2:17][CH2:16][N:15]([CH2:18][CH2:19][C:20]2[C:28]3[C:23](=[CH:24][CH:25]=[CH:26][CH:27]=3)[NH:22][CH:21]=2)[CH2:14][CH2:13]1.C(Cl)Cl>CCOCC>[NH:22]1[C:23]2[C:28](=[CH:27][CH:26]=[CH:25][CH:24]=2)[C:20]([CH2:19][CH2:18][N:15]2[CH2:16][CH2:17][N:12]([NH:11][C:8]([NH:7][C:3]3[CH:2]=[C:1]([CH3:10])[CH:6]=[CH:5][CH:4]=3)=[O:9])[CH2:13][CH2:14]2)=[CH:21]1. Procedure: 3.34 G of m-tolylisocyanate are added dropwise to a stirred solution of 6.13 g of 3-[2-(4-aminopiperazin-1-yl)ethyl]indole in 100 ml. of dry methyene chloride while maintaining the reaction temperature below 35° C. After 2 hours a fine precipitate appears, 50 ml. of ether are added and stirring is continued for 3 additional hours. More ether is added and the product is filtered and washed with ether. The solid product is recrystallized from an ethanol and water mixture to give white flakes, m.p.... Starting materials: C(CCCCCCC)O (1-octanol), C(C)C(C(=O)[O-])CCCC.[Sn+2].C(C)C(C(=O)[O-])CCCC (tin(II) 2-ethylhexanoate), succinate anhydride. Reaction conditions: temperature 140 celsius, time 2 hour. The product is C(CCCCCCC)OC(CCC(=O)O)=O (succinic acid mono-(1-octyl) ester). The yield is 5513.0%. RXN SMILES: [CH2:1]([OH:9])[CH2:2][CH2:3][CH2:4][CH2:5][CH2:6][CH2:7][CH3:8].[CH2:10]([CH:12](CCCC)[C:13]([O-:15])=[O:14])[CH3:11].[Sn+2].C(C(CCCC)C([O-])=[O:25])C>>[CH2:1]([O:9][C:11](=[O:25])[CH2:10][CH2:12][C:13]([OH:15])=[O:14])[CH2:2][CH2:3][CH2:4][CH2:5][CH2:6][CH2:7][CH3:8] |f:1.2.3|. Procedure: A mixture containing 4.1 g (31.5 mmol) of 1-octanol, 100 mg of tin(II) 2-ethylhexanoate and 3.0 g (30 mmol) of succinate anhydride was stirred under nitrogen at 140° C. for 2 hours. The mixture was cooled to room temperature and, the crude product was purified by column chromatography on silica gel (40% ethyl acetate in hexane) to provide 3.134 g of succinic acid mono-(1-octyl) ester (45.36%). Starting materials: C1=C(C=CC=2OC3=CC=CC=C3SC12)C(=O)O (Phenoxathiin-2-carboxylic acid), OO (hydrogen peroxide), OO (hydrogen peroxide). The solvent is C(C)O (ethanol). Reaction conditions: time 17 hour. Product: C(=O)(O)C1=CC=2S(C3=CC=CC=C3OC2C=C1)=O (2-carboxyphenoxathiin-10-oxide). As a reaction SMILES: [CH:1]1[C:14]2[S:13][C:12]3[C:7](=[CH:8][CH:9]=[CH:10][CH:11]=3)[O:6][C:5]=2[CH:4]=[CH:3][C:2]=1[C:15]([OH:17])=[O:16].[OH:18]O>C(O)C>[C:15]([C:2]1[CH:3]=[CH:4][C:5]2[O:6][C:7]3[C:12](=[CH:11][CH:10]=[CH:9][CH:8]=3)[S:13](=[O:18])[C:14]=2[CH:1]=1)([OH:17])=[O:16]. Procedure details: Phenoxathiin-2-carboxylic acid (0.61g) was dissolved in refluxing absolute ethanol (40 ml) and 30% w/v hydrogen peroxide solution (1.50 ml) added. Reflux was maintained for 2 hours, more 30% w/v hydrogen peroxide solution (1.00 ml.) added, and reflux continued for 17 hours. The solution was evaporated to low volume, and the product crystallised out. The solid was filtered, washed and dried to give 2-carboxyphenoxathiin-10-oxide m.p. 223° C. Recrystallisation from absolute ethanol raised the melt... Reactants: COC(=O)C1CC(n2cc(-c3cccc(OCc4ccccc4)c3)c3c(N)ncnc32)C1, Cl, [Li+], [OH-]. Yields the product Nc1ncnc2c1c(-c1cccc(OCc3ccccc3)c1)cn2C1CC(C(=O)O)C1. As a reaction SMILES: [CH3:1][O:2][C:3](=[O:4])[CH:5]1[CH2:6][CH:7]([n:9]2[cH:10][c:11](-[c:19]3[cH:20][c:21]([O:25][CH2:26][c:27]4[cH:28][cH:29][cH:30][cH:31][cH:32]4)[cH:22][cH:23][cH:24]3)[c:12]3[c:13]2[n:14][cH:15][n:16][c:17]3[NH2:18])[CH2:8]1.[ClH:33].[Li+:35].[OH-:34]>>[O:2]=[C:3]([OH:4])[CH:5]1[CH2:6][CH:7]([n:9]2[cH:10][c:11](-[c:19]3[cH:20][c:21]([O:25][CH2:26][c:27]4[cH:28][cH:29][cH:30][cH:31][cH:32]4)[cH:22][cH:23][cH:24]3)[c:12]3[c:13]2[n:14][cH:15][n:16][c:17]3[NH2:18])[CH2:8]1. The reactants are complex 24b, MnCl2, COC1=C(C=CC=C1)C#CC (1-methoxy-2-(prop-1-inyl)benzene). Solvent: C1(=CC=CC=C1)C (toluene), C1(=CC=CC=C1)C (toluene). Reaction conditions: temperature 55 celsius, time 2 hour. Product: COC1=C(C=CC=C1)C#CC1=C(C=CC=C1)OC (1,2-bis(2-methoxyphenyl)ethine). Yield: 97.4%. RXN SMILES: [CH3:1][O:2][C:3]1[CH:8]=[CH:7][CH:6]=[CH:5][C:4]=1[C:9]#[C:10][CH3:11]>C1(C)C=CC=CC=1>[CH3:1][O:2][C:3]1[CH:8]=[CH:7][CH:6]=[CH:5][C:4]=1[C:9]#[C:10][C:11]1[CH:7]=[CH:6][CH:5]=[CH:4][C:3]=1[O:2][CH3:1]. Procedure: In a dry 25 mL Schlenk-tube, which has been flooded with argon, complex 24b (58 mg, 0.05 mmol, 5 mol %) and MnCl2 (6.3 mg, 0.05 mmol) were dissolved in 1 mL of toluene. Subsequently, the mixture was heated for 30 to 80° C. and was re-cooled to room temperature. The solution of the catalyst was transferred into a suspension of 1-methoxy-2-(prop-1-inyl)benzene (325 mg, 1 mmol) and molecular sieve (1 g, 5 Å, powder) in 4 mL of toluene and the reaction mixture was stirred for 2 h at room temperature... Yields the product O=C1N(CC2CCCO2)c2ccccc2C12COc1cc(O)ccc12. As a reaction SMILES: [CH3:37][CH2:38][CH2:39][CH2:40][N+:41]([CH2:42][CH2:43][CH2:44][CH3:45])([CH2:46][CH2:47][CH2:48][CH3:49])[CH2:50][CH2:51][CH2:52][CH3:53].[F-:36].[O:1]1[CH:2]([CH2:6][N:7]2[C:8](=[O:35])[C:9]3([CH2:10][O:11][c:12]4[c:13]3[cH:14][cH:15][c:16]([O:18][Si:19]([CH:20]([CH3:21])[CH3:22])([CH:23]([CH3:24])[CH3:25])[CH:26]([CH3:27])[CH3:28])[cH:17]4)[c:29]3[cH:30][cH:31][cH:32][cH:33][c:34]32)[CH2:3][CH2:4][CH2:5]1.[O:54]1[CH2:55][CH2:56][CH2:57][CH2:58]1>>[O:1]1[CH:2]([CH2:6][N:7]2[C:8](=[O:35])[C:9]3([CH2:10][O:11][c:12]4[c:13]3[cH:14][cH:15][c:16]([OH:18])[cH:17]4)[c:29]3[cH:30][cH:31][cH:32][cH:33][c:34]32)[CH2:3][CH2:4][CH2:5]1. Starting materials: CCCC[N+](CCCC)(CCCC)CCCC, [F-], CC(C)[Si](Oc1ccc2c(c1)OCC21C(=O)N(CC2CCCO2)c2ccccc21)(C(C)C)C(C)C, C1CCOC1. Reactants: ClC1=C(C=C(C=C1)Cl)C1CC(C=2C(=CC=NC2C1)C)=NNC(=N)N ((±)-7-(2,5-dichlorophenyl)-5-guanidinoimino-4-methyl-5,6,7,8-tetrahydroquinoline), N1[C@@H](CCC1=O)C(=O)O (L-pyroglutamic acid). Solvent: C(C)O (ethanol), C(C)O (ethanol). Reaction conditions: time 6 hour. Product: N1[C@@H](CCC1=O)C(=O)O.ClC1=C(C=C(C=C1)Cl)C1CC(C=2C(=CC=NC2C1)C)=NNC(=N)N ((+)-7-(2,5-dichlorophenyl)-5-guanidinoimino-4-methyl-5,6,7,8-tetrahydroquinoline L-pyroglutamate). Isolated yield 52.2%. As a reaction SMILES: [Cl:1][C:2]1[CH:7]=[CH:6][C:5]([Cl:8])=[CH:4][C:3]=1[CH:9]1[CH2:18][C:17]2[N:16]=[CH:15][CH:14]=[C:13]([CH3:19])[C:12]=2[C:11](=[N:20][NH:21][C:22]([NH2:24])=[NH:23])[CH2:10]1.[NH:25]1[C:29](=[O:30])[CH2:28][CH2:27][C@H:26]1[C:31]([OH:33])=[O:32]>C(O)C>[NH:25]1[C:29](=[O:30])[CH2:28][CH2:27][C@H:26]1[C:31]([OH:33])=[O:32].[Cl:1][C:2]1[CH:7]=[CH:6][C:5]([Cl:8])=[CH:4][C:3]=1[CH:9]1[CH2:18][C:17]2[N:16]=[CH:15][CH:14]=[C:13]([CH3:19])[C:12]=2[C:11](=[N:20][NH:21][C:22]([NH2:24])=[NH:23])[CH2:10]1 |f:3.4|. Reported procedure: To a solution of (±)-7-(2,5-dichlorophenyl)-5-guanidinoimino-4-methyl-5,6,7,8-tetrahydroquinoline (2.3 g) in ethanol (10 ml) was added a solution of L-pyroglutamic acid (0.81 g) in ethanol (5 ml) at 80° C., and the mixture was gradually cooled to room temperature and stirred for 6 hours. The resulting crystals were filtered and washed with ethanol to give (+)-7-(2,5-dichlorophenyl)-5-guanidinoimino-4-methyl-5,6,7,8-tetrahydroquinoline L-pyroglutamate (1.61 g). Said crystals were recrystallized f...